describe an organic reaction: reactants, conditions, products, and yield From a dataset of the Open Reaction Database (ORD), a public repository of structured organic reaction records. Starting materials: FC1=CC=C(C=C1)C(C#C)O (3-(p-fluorophenyl)-3-hydroxy-1-propyne), ClC1=CC=C(C=C1)C1(CCNCC1)O (4-(p-chlorophenyl)-4-hydroxypiperidine), C=O (formalin), cupric sulfate pentahydrate. Run in O1CCOCC1 (dioxane), O1CCOCC1 (dioxane), O (water), O (water). Run at temperature 80 celsius. Product: FC1=CC=C(C=C1)C(C#CCN1CCC(CC1)(O)C1=CC=C(C=C1)Cl)O (1-[4-(p-fluorophenyl)-4-hydroxy-2-butynyl]-4-(p-chlorophenyl)-4-hydroxypiperidine). The yield is 77.0%. As a reaction SMILES: [Cl:1][C:2]1[CH:7]=[CH:6][C:5]([C:8]2([OH:14])[CH2:13][CH2:12][NH:11][CH2:10][CH2:9]2)=[CH:4][CH:3]=1.[CH2:15]=O.[F:17][C:18]1[CH:23]=[CH:22][C:21]([CH:24]([OH:27])[C:25]#[CH:26])=[CH:20][CH:19]=1>O1CCOCC1.O>[F:17][C:18]1[CH:19]=[CH:20][C:21]([CH:24]([OH:27])[C:25]#[C:26][CH2:15][N:11]2[CH2:10][CH2:9][C:8]([C:5]3[CH:6]=[CH:7][C:2]([Cl:1])=[CH:3][CH:4]=3)([OH:14])[CH2:13][CH2:12]2)=[CH:22][CH:23]=1. Reported procedure: To a solution of 4-(p-chlorophenyl)-4-hydroxypiperidine (4.00 g) in a mixture of dioxane (30 ml), water (10 ml), and 37 % formalin (2.06 g), there were added a solution of 3-(p-fluorophenyl)-3-hydroxy-1-propyne (2.38 g) in dioxane (5 ml) and a solution of cupric sulfate pentahydrate (127 mg) in water (4 ml) under ice-cooling. The resulting mixture was heated at 80° C for 2 hours and, after cooling, the resulting mixture was filtered and the filtrate was concentrated under reduced pressure and ex... The reactants are O=C(O)c1nn(CC(F)F)cc1Cl, CC1(c2cc(N)ccc2F)N=C(N)OCC1(F)F. Yields the product CC1(c2cc(NC(=O)c3nn(CC(F)F)cc3Cl)ccc2F)N=C(N)OCC1(F)F. Reaction SMILES: [Cl:19][c:20]1[c:21]([C:29](=[O:30])[OH:31])[n:22][n:23]([CH2:25][CH:26]([F:27])[F:28])[cH:24]1.[NH2:1][c:2]1[cH:3][cH:4][c:5]([F:18])[c:6]([C:8]2([CH3:17])[N:9]=[C:10]([NH2:16])[O:11][CH2:12][C:13]2([F:14])[F:15])[cH:7]1>>[NH:1]([c:2]1[cH:3][cH:4][c:5]([F:18])[c:6]([C:8]2([CH3:17])[N:9]=[C:10]([NH2:16])[O:11][CH2:12][C:13]2([F:14])[F:15])[cH:7]1)[C:29]([c:21]1[c:20]([Cl:19])[cH:24][n:23]([CH2:25][CH:26]([F:27])[F:28])[n:22]1)=[O:30]. The reactants are O1C(CCCC1)OC1CC(OC1)=O (4-(tetrahydro-2H-pyran-2-yloxy)-dihydrofuran-2(3H)-one), Ti(Oi-Pr)4, CC[Mg+].[Br-] (EtMgBr). The solvent is C1CCOC1 (THF). Reaction conditions: time 2 hour. Product: OCC(CC1(CC1)O)OC1OCCCC1 (1-(3-hydroxy-2-(tetrahydro-2H-pyran-2-yloxy)propyl)cyclopropanol). Yield: 74.0%. RXN SMILES: [O:1]1[CH2:6][CH2:5][CH2:4][CH2:3][CH:2]1[O:7][CH:8]1[CH2:12][O:11][C:10](=[O:13])[CH2:9]1.[CH3:14][CH2:15][Mg+].[Br-]>C1COCC1>[OH:11][CH2:12][CH:8]([O:7][CH:2]1[CH2:3][CH2:4][CH2:5][CH2:6][O:1]1)[CH2:9][C:10]1([OH:13])[CH2:15][CH2:14]1 |f:1.2|. Procedure details: To a solution of 4-(tetrahydro-2H-pyran-2-yloxy)-dihydrofuran-2(3H)-one (2.23 g, 12 mmol) and Ti(Oi-Pr)4 (0.68 g, 2.4 mmol, Aldrich) in 40 mL of dry THF at 15° C. under N2 was added EtMgBr (30 mmol, 10 mL, 3M ether solution, Aldrich) dropwise via a syringe pump over 2 hrs. The temperature of the reaction was always kept below 20° C. After stirring for 2 hrs, the reaction mixture was quenched with 30 mL of saturated NH4Cl aqueous solution, and was extracted with ethyl acetate (50 mL×3). The combi... Starting materials: BrC1=CC=C(C(=N1)C(NC)=O)NC1=NC(=NC=C1C(F)(F)F)NC1=C(C=C(CP(OCC)(OCC2(COC2)CN2N=CC(=C2)B2OC(C(O2)(C)C)(C)C)=O)C=C1)OC (Ethyl (3-{[4-(4,4,5,5-tetramethyl-1,3,2-dioxaborolan-2-yl)-1H-pyrazol-1-yl]methyl}oxetan-3-yl)methyl (4-{[4-{[6-bromo-2-(methylcarbamoyl)pyridin-3-yl]amino}-5-(trifluoromethyl)pyrimidin-2-yl]amino}-3-methoxybenzyl)phosphonate), BrC1=CC=C(C(=N1)C(NC)=O)NC1=NC(=NC=C1C(F)(F)F)NC1=C(C=C(CP(OC(C)C)(O)=O)C=C1)OC (propan-2-yl hydrogen (4-{[4-{[6-bromo-2-(methylcarbamoyl)pyridin-3-yl]amino}-5-(trifluoromethyl)pyrimidin-2-yl]amino}-3-methoxybenzyl)phosphonate), BrC1=CC=C(C(=N1)C(NC)=O)NC1=NC(=NC=C1C(F)(F)F)NC1=C(C=C(CP(OC(C)C)(O)=O)C=C1)OC (propan-2-yl hydrogen (4-{[4-{[6-bromo-2-(methylcarbamoyl)pyridin-3-yl]amino}-5-(trifluoromethyl)pyrimidin-2-yl]amino}-3-methoxybenzyl)phosphonate). Yields the product BrC1=CC=C(C(=N1)C(NC)=O)NC1=NC(=NC=C1C(F)(F)F)NC1=C(C=C(CP(OC(C)C)(OCCCN2N=CC(=C2)B2OC(C(O2)(C)C)(C)C)=O)C=C1)OC (Propan-2-yl 3-[4-(4,4,5,5-tetramethyl-1,3,2-dioxaborolan-2-yl)-1H-pyrazol-1-yl]propyl (4-{[4-{[6-bromo-2-(methylcarbamoyl)pyridin-3-yl]amino}-5-(trifluoromethyl)pyrimidin-2-yl]amino}-3-methoxybenzyl)phosphonate). Reaction SMILES: [Br:1][C:2]1[N:7]=[C:6]([C:8](=[O:11])[NH:9][CH3:10])[C:5]([NH:12][C:13]2[C:18]([C:19]([F:22])([F:21])[F:20])=[CH:17][N:16]=[C:15]([NH:23][C:24]3[CH:56]=[CH:55][C:27]([CH2:28][P:29](=[O:54])([O:33][CH2:34][C:35]4([CH2:39][N:40]5[CH:44]=[C:43]([B:45]6[O:49][C:48]([CH3:51])([CH3:50])[C:47]([CH3:53])([CH3:52])[O:46]6)[CH:42]=[N:41]5)COC4)[O:30][CH2:31][CH3:32])=[CH:26][C:25]=3[O:57][CH3:58])[N:14]=2)=[CH:4][CH:3]=1.Br[C:60]1N=C(C(=O)NC)C(NC2C(C(F)(F)F)=CN=C(NC3C=CC(CP(=O)(O)OC(C)C)=CC=3OC)N=2)=CC=1>>[Br:1][C:2]1[N:7]=[C:6]([C:8](=[O:11])[NH:9][CH3:10])[C:5]([NH:12][C:13]2[C:18]([C:19]([F:21])([F:22])[F:20])=[CH:17][N:16]=[C:15]([NH:23][C:24]3[CH:56]=[CH:55][C:27]([CH2:28][P:29](=[O:54])([O:33][CH2:34][CH2:35][CH2:39][N:40]4[CH:44]=[C:43]([B:45]5[O:46][C:47]([CH3:53])([CH3:52])[C:48]([CH3:50])([CH3:51])[O:49]5)[CH:42]=[N:41]4)[O:30][CH:31]([CH3:32])[CH3:60])=[CH:26][C:25]=3[O:57][CH3:58])[N:14]=2)=[CH:4][CH:3]=1. Procedure details: Prepared analogously to Compound 44A replacing Compound 38C with propan-2-yl hydrogen (4-{[4-{[6-bromo-2-(methylcarbamoyl)pyridin-3-yl]amino}-5-(trifluoromethyl)pyrimidin-2-yl]amino}-3-methoxybenzyl)phosphonate (Compound 72B). MS (ESI): m/z 867.90/869.91 [M+H]+. UPLC: tR=1.60 min (UPLC-SQD: analytical—2 min). Reactants: C(C)OC(=O)N1N=C(C=2CN(CCC21)C(=O)OC(C)(C)C)NC(=O)C2=C(C=NC=C2)N2C(C1=CC=CC=C1C2=O)=O (3-{[3-(1,3-dioxo-1,3-dihydro-isoindol-2-yl)-pyridine-4-carbonyl]-amino}-6,7-dihydro-4H-pyrazolo[4,3-c]pyridine-1,5-dicarboxylic acid 5-tert-butyl ester 1-ethyl ester), O.NN (hydrazine hydrate). The solvent is CCO (EtOH). Product: C(C)(C)(C)OC(=O)N1CC2=C(CC1)NN=C2NC(=O)C2=C(C=NC=C2)N (3-[(3-amino-pyridine-4-carbonyl)-amino]-1,4,6,7-tetrahydro-pyrazolo[4,3-c]pyridine-5-carboxylic acid tert-butyl ester). Yield: 74.4%. RXN SMILES: C(OC([N:6]1[C:14]2[CH2:13][CH2:12][N:11]([C:15]([O:17][C:18]([CH3:21])([CH3:20])[CH3:19])=[O:16])[CH2:10][C:9]=2[C:8]([NH:22][C:23]([C:25]2[CH:30]=[CH:29][N:28]=[CH:27][C:26]=2[N:31]2C(=O)C3C(=CC=CC=3)C2=O)=[O:24])=[N:7]1)=O)C.O.NN>CCO>[C:18]([O:17][C:15]([N:11]1[CH2:12][CH2:13][C:14]2[NH:6][N:7]=[C:8]([NH:22][C:23]([C:25]3[CH:30]=[CH:29][N:28]=[CH:27][C:26]=3[NH2:31])=[O:24])[C:9]=2[CH2:10]1)=[O:16])([CH3:21])([CH3:19])[CH3:20] |f:1.2|. Reported procedure: To a mixture of 3-{[3-(1,3-dioxo-1,3-dihydro-isoindol-2-yl)-pyridine-4-carbonyl]-amino}-6,7-dihydro-4H-pyrazolo[4,3-c]pyridine-1,5-dicarboxylic acid 5-tert-butyl ester 1-ethyl ester (1.68 g, 3 mmol) in 35 mL of EtOH was added hydrazine hydrate (0.37 mL) and the solution was heated to reflux for 1 hour. After cooling, the precipitate was filtered off and the filtrate evaporated in vacuum. The product was chromatographed twice, using dichloromethane-MeOH 95:5 as eluant, to afford 3-[(3-amino-pyrid... The reactants are N([C@H](CC1=CNC2=CC=CC=C12)C(=O)N[C@@H](CCCCNOC(C)(C)C)C(=O)OC(C)(C)C)C(=O)OCC1=CC=CC=C1 (CBZ-D-Trp-Lys(OtBu)-OtBu). Reagents/catalysts: [Pd] (palladium on carbon). The solvent is CO (methanol). Yields the product N[C@H](CC1=CNC2=CC=CC=C12)C(=O)N[C@@H](CCCCNC(=O)OC(C)(C)C)C(=O)OC(C)(C)C (D-Trp-Lys(BOC)-OtBu). Yield: 192.3%. RXN SMILES: [NH:1](C(OCC1C=CC=CC=1)=O)[C@@H:2]([C:13]([NH:15][C@H:16]([C:27]([O:29][C:30]([CH3:33])([CH3:32])[CH3:31])=[O:28])[CH2:17][CH2:18][CH2:19][CH2:20][NH:21]OC(C)(C)C)=[O:14])[CH2:3][C:4]1[C:12]2[C:7](=[CH:8][CH:9]=[CH:10][CH:11]=2)[NH:6][CH:5]=1>CO.[Pd]>[NH2:1][C@@H:2]([C:13]([NH:15][C@H:16]([C:27]([O:29][C:30]([CH3:32])([CH3:33])[CH3:31])=[O:28])[CH2:17][CH2:18][CH2:19][CH2:20][NH:21][C:27]([O:29][C:30]([CH3:33])([CH3:32])[CH3:31])=[O:28])=[O:14])[CH2:3][C:4]1[C:12]2[C:7](=[CH:8][CH:9]=[CH:10][CH:11]=2)[NH:6][CH:5]=1. Procedure: A solution of 590 mg of CBZ-D-Trp-Lys(OtBu)-OtBu was hydrogenated at 50 PSI for 2.5 hours in 50 mL of methanol with 100 mg of 10% palladium on carbon catalyst. The catalyst was then filtered off and the solvent evaporated to yield 466 mg (95%) of D-Trp-Lys(BOC)-OtBu (see Scheme 2A, reactants 9→8). The reactants are BrCC=1N(C(C2=C(N1)SC(=C2)S(N)(=O)=O)=O)C2=C(C=CC=C2)Cl (3,4-dihydro-2-bromomethyl-3-(2-chlorophenyl)-4-oxo-6-sulfamoylthieno[2,3-d]pyrimidine), C(C)(=O)[O-].[Na+] (sodium acetate). Solvent: CN(C=O)C (dimethylformamide). Conditions: temperature 80 celsius, time 2 hour. Product: C(C)(=O)OCC=1N(C(C2=C(N1)SC(=C2)S(N)(=O)=O)=O)C2=C(C=CC=C2)Cl (3,4-Dihydro-2-acetoxymethyl-3-(2-chlorophenyl)-4-oxo-6-sulfamoylthieno[2,3-d]pyrimidine). Yield: 87.0%. As a reaction SMILES: Br[CH2:2][C:3]1[N:4]([C:17]2[CH:22]=[CH:21][CH:20]=[CH:19][C:18]=2[Cl:23])[C:5](=[O:16])[C:6]2[CH:11]=[C:10]([S:12](=[O:15])(=[O:14])[NH2:13])[S:9][C:7]=2[N:8]=1.[C:24]([O-:27])(=[O:26])[CH3:25].[Na+]>CN(C)C=O>[C:24]([O:27][CH2:2][C:3]1[N:4]([C:17]2[CH:22]=[CH:21][CH:20]=[CH:19][C:18]=2[Cl:23])[C:5](=[O:16])[C:6]2[CH:11]=[C:10]([S:12](=[O:15])(=[O:14])[NH2:13])[S:9][C:7]=2[N:8]=1)(=[O:26])[CH3:25] |f:1.2|. Procedure: To 10.5 g of 3,4-dihydro-2-bromomethyl-3-(2-chlorophenyl)-4-oxo-6-sulfamoylthieno[2,3-d]pyrimidine were added 100 ml of dimethylformamide and 6.0 g of sodium acetate, and the mixture was stirred at 80° C. for 2 hours. The reaction mixture was poured onto water, and the mixture was extracted with ethyl acetate, washed with water and concentrated to give 8.7 g of the residue. This residue was purified by silica gel column chromatography to give 5.3 g of an oily substance, which was crystallized fr...